From a dataset of the Open Reaction Database (ORD), a public repository of structured organic reaction records. describe an organic reaction: reactants, conditions, products, and yield The reactants are O=C1N[C@H]2[C@H](OC1)CN(CC2)C(=O)OC(C)(C)C ((4aR,8aR)-rel-tert-butyl 2-oxo-hexahydro-1H-pyrido[3,4-b][1,4]oxazine-6(7H)-carboxylate), C(=O)(C(F)(F)F)O (TFA). Run in C(Cl)Cl (CH2Cl2). Run at time 1 hour. Yields the product N1[C@H]2[C@H](OCC1=O)CNCC2 ((4aR,8aR)-rel-hexahydro-1H-pyrido[3,4-b][1,4]oxazin-2(3H)-one). Reaction SMILES: [O:1]=[C:2]1[CH2:7][O:6][C@@H:5]2[CH2:8][N:9](C(OC(C)(C)C)=O)[CH2:10][CH2:11][C@H:4]2[NH:3]1.C(O)(C(F)(F)F)=O>C(Cl)Cl>[NH:3]1[C:2](=[O:1])[CH2:7][O:6][C@@H:5]2[CH2:8][NH:9][CH2:10][CH2:11][C@@H:4]12. Procedure: To a stirred mixture of 249C (70.0 mg, 0.0.27 mmol) in 1 mL of CH2Cl2 at room temperature was added TFA (2.00 mL, 25.9 mmol). The mixture was stirred at room temperature for 1 hr and concentrated in vacuo to give crude 249D. This material was mixed with DMA to make a 2 mL stock solution and was used as is in next step reaction.